This data is from the Open Reaction Database (ORD), a public repository of structured organic reaction records. The task is: describe an organic reaction: reactants, conditions, products, and yield The reactants are O1C(OCC1)CN1C(C=CC2=CC(=CC=C12)Br)=O (1-(1,3-dioxolan-2-ylmethyl)-6-bromoquinolin-2(1H)-one), C(O)([O-])=O.[Na+] (sodium hydrogen carbonate). Solvent: FC(C(=O)O)(F)F (trifluoroacetic acid). Reaction conditions: temperature 40 celsius, time 15 hour. Yields the product BrC=1C=C2C=CC(N(C2=CC1)CC=O)=O ((6-bromo-2-oxoquinolin-1(2H)-yl)acetaldehyde). Reaction SMILES: [O:1]1CCO[CH:2]1[CH2:6][N:7]1[C:16]2[C:11](=[CH:12][C:13]([Br:17])=[CH:14][CH:15]=2)[CH:10]=[CH:9][C:8]1=[O:18].C(=O)([O-])O.[Na+]>FC(F)(F)C(O)=O>[Br:17][C:13]1[CH:12]=[C:11]2[C:16](=[CH:15][CH:14]=1)[N:7]([CH2:6][CH:2]=[O:1])[C:8](=[O:18])[CH:9]=[CH:10]2 |f:1.2|. Reported procedure: 0.56 g of 1-(1,3-dioxolan-2-ylmethyl)-6-bromoquinolin-2(1H)-one was dissolved in 4.5 mL of 67% aqueous trifluoroacetic acid solution, and stirred at room temperature for 18.5 hours, at 40° C. for 7.5 hours, further at room temperature for 15 hours. After the reaction mixture was alkalized by adding aqueous saturated sodium hydrogen carbonate solution, it was extracted with ethyl acetate. The organic layer was washed with aqueous saturated sodium chloride solution, dried over anhydrous magnesium ... The reactants are COC(=O)c1ncc(-c2cccc(C(F)(F)F)c2)cc1C, CC1(C)OB(c2cc[nH]n2)OC1(C)C, Cc1cc(-c2cccc(C(F)(F)F)c2)c(Cl)nc1C(=O)N1CCC(N2CCCC2)CC1, [Na+], [Na+], O=C([O-])[O-], C1COCCO1, O. The product is Cc1cc(-c2cccc(C(F)(F)F)c2)c(-c2cc[nH]n2)nc1C(=O)N1CCC(N2CCCC2)CC1. Reaction SMILES: [CH3:1][O:2][C:3]([c:4]1[c:5]([CH3:6])[cH:7][c:8](-[c:9]2[cH:10][cH:11][cH:12][c:13]([C:14]([F:15])([F:16])[F:17])[cH:18]2)[cH:19][n:20]1)=[O:21].[CH3:53][C:54]1([CH3:55])[C:56]([CH3:57])([CH3:58])[O:59][B:60]([c:61]2[n:62][nH:63][cH:64][cH:65]2)[O:66]1.[Cl:22][c:23]1[c:24](-[c:43]2[cH:44][c:45]([C:49]([F:50])([F:51])[F:52])[cH:46][cH:47][cH:48]2)[cH:25][c:26]([CH3:42])[c:27]([C:29](=[O:30])[N:31]2[CH2:32][CH2:33][CH:34]([N:37]3[CH2:38][CH2:39][CH2:40][CH2:41]3)[CH2:35][CH2:36]2)[n:28]1.[Na+:67].[Na+:68].[O-:69][C:70](=[O:71])[O-:72].[O:74]1[CH2:75][CH2:76][O:77][CH2:78][CH2:79]1.[OH2:73]>>[c:23]1(-[c:61]2[n:62][nH:63][cH:64][cH:65]2)[c:24](-[c:43]2[cH:44][c:45]([C:49]([F:50])([F:51])[F:52])[cH:46][cH:47][cH:48]2)[cH:25][c:26]([CH3:42])[c:27]([C:29](=[O:30])[N:31]2[CH2:32][CH2:33][CH:34]([N:37]3[CH2:38][CH2:39][CH2:40][CH2:41]3)[CH2:35][CH2:36]2)[n:28]1. Reactants: C(C1=CC=CC=C1)N=C=NC1CCCCC1 (N-Benzyl-N′-cyclohexylcarbodiimide), COCC(=O)O (methoxyacetic acid), ClC=1C=C(C#N)C=C(C1)OC=1C(=NNC1CN1CCNCC1)C (3-Chloro-5-{[3-methyl-5-(1-piperazinylmethyl)-1H-pyrazol-4-yl]oxy}benzonitrile). Solvent: ClCCl (dichloromethane). Reaction conditions: time 1 hour. The product is ClC=1C=C(C#N)C=C(C1)OC=1C(=NNC1CN1CCN(CC1)C(COC)=O)C (3-Chloro-5-[(5-{[4-(methoxyacetyl)-1-piperazinyl]methyl}-3-methyl-1H-pyrazol-4-yl)oxy]benzonitrile). Isolated yield 46.4%. As a reaction SMILES: C(N=C=NC1CCCCC1)C1C=CC=CC=1.[CH3:17][O:18][CH2:19][C:20]([OH:22])=O.[Cl:23][C:24]1[CH:25]=[C:26]([CH:29]=[C:30]([O:32][C:33]2[C:34]([CH3:45])=[N:35][NH:36][C:37]=2[CH2:38][N:39]2[CH2:44][CH2:43][NH:42][CH2:41][CH2:40]2)[CH:31]=1)[C:27]#[N:28]>ClCCl>[Cl:23][C:24]1[CH:25]=[C:26]([CH:29]=[C:30]([O:32][C:33]2[C:34]([CH3:45])=[N:35][NH:36][C:37]=2[CH2:38][N:39]2[CH2:40][CH2:41][N:42]([C:20](=[O:22])[CH2:19][O:18][CH3:17])[CH2:43][CH2:44]2)[CH:31]=1)[C:27]#[N:28]. Procedure: N-Benzyl-N′-cyclohexylcarbodiimide polymer bound (624 mg of 1.3 mmol/g, 0.480 mmol) was added in one portion to a stirred solution of methoxyacetic acid (37 μL, 0.480 mmol) and the amine of Example 78 (80 mg, 0.240 mmol) in dichloromethane (5 ml) at room temperature under nitrogen. The reaction was stirred for 1 hour and the polymer bound reagent was removed by filtration. The filtrate was concentrated under reduced pressure and the crude product was purified by flash column chromatography on si... Yields the product NC12CCC(C(=O)NC3CCC(F)(F)CC3)(CC1)CC2. RXN SMILES: [C:38].[CH2:1]([O:2][C:3](=[O:4])[NH:11][C:12]12[CH2:13][CH2:14][C:15]([C:20](=[O:21])[NH:22][CH:23]3[CH2:24][CH2:25][C:26]([F:29])([F:30])[CH2:27][CH2:28]3)([CH2:16][CH2:17]1)[CH2:18][CH2:19]2)[c:5]1[cH:6][cH:7][cH:8][cH:9][cH:10]1.[H:31][H:32].[O:33]1[CH2:34][CH2:35][CH2:36][CH2:37]1.[Pd:39]>>[NH2:11][C:12]12[CH2:13][CH2:14][C:15]([C:20](=[O:21])[NH:22][CH:23]3[CH2:24][CH2:25][C:26]([F:29])([F:30])[CH2:27][CH2:28]3)([CH2:16][CH2:17]1)[CH2:18][CH2:19]2. The reactants are C, O=C(NC12CCC(C(=O)NC3CCC(F)(F)CC3)(CC1)CC2)OCc1ccccc1, [H][H], C1CCOC1, [Pd]. Reactants: FC=1C=C(C=O)C=C(C1O)OC (3-fluoro-4-hydroxy-5-methoxybenzaldehyde), C([O-])([O-])=O.[K+].[K+] (potassium carbonate), BrCC1CC1 ((bromomethyl)cyclopropane). Solvent: CN(C)C=O (DMF), C(C)(=O)OCC (ethyl acetate). Reaction conditions: temperature 70 celsius. Product: C1(CC1)COC1=C(C=C(C=O)C=C1OC)F (4-(cyclopropylmethoxy)-3-fluoro-5-methoxybenzaldehyde). RXN SMILES: [F:1][C:2]1[CH:3]=[C:4]([CH:7]=[C:8]([O:11][CH3:12])[C:9]=1[OH:10])[CH:5]=[O:6].C(=O)([O-])[O-].[K+].[K+].Br[CH2:20][CH:21]1[CH2:23][CH2:22]1>CN(C=O)C.C(OCC)(=O)C>[CH:21]1([CH2:20][O:10][C:9]2[C:8]([O:11][CH3:12])=[CH:7][C:4]([CH:5]=[O:6])=[CH:3][C:2]=2[F:1])[CH2:23][CH2:22]1 |f:1.2.3|. Reported procedure: To a solution of 3-fluoro-4-hydroxy-5-methoxybenzaldehyde (5.00 g) in DMF (50 mL) were added potassium carbonate (6.09 g) and (bromomethyl)cyclopropane (3.42 mL), and the mixture was stirred with heating at 70° C. for 1 hr. The reaction mixture was allowed to cool to room temperature, diluted with ethyl acetate, and washed with saturated brine. The obtained organic layer was dried over anhydrous magnesium sulfate, and the solvent was evaporated under reduced pressure. The residue was purified by... Starting materials: CC(=O)OCC(O[Si](C)(C)C)=C1C(C)CC2C3CCC4=CC(=O)C=CC4(C)C3=CCC12C, O=C([O-])O, CCOC(C)=O, Cl, [K+]. The product is CC(=O)OCC(=O)C1C(C)CC2C3CCC4=CC(=O)C=CC4(C)C3=CCC21C. RXN SMILES: [C:1]([CH3:2])(=[O:3])[O:4][CH2:5][C:6]([O:7][Si:8]([CH3:9])([CH3:10])[CH3:11])=[C:12]1[CH:13]([CH3:32])[CH2:14][CH:15]2[CH:16]3[CH2:17][CH2:18][C:19]4=[CH:20][C:21](=[O:31])[CH:22]=[CH:23][C:24]4([CH3:30])[C:25]3=[CH:26][CH2:27][C:28]12[CH3:29].[C:34](=[O:35])([OH:36])[O-:37].[CH3:39][CH2:40][O:41][C:42](=[O:43])[CH3:44].[ClH:33].[K+:38]>>[C:1]([CH3:2])(=[O:3])[O:4][CH2:5][C:6](=[O:7])[CH:12]1[CH:13]([CH3:32])[CH2:14][CH:15]2[CH:16]3[CH2:17][CH2:18][C:19]4=[CH:20][C:21](=[O:31])[CH:22]=[CH:23][C:24]4([CH3:30])[C:25]3=[CH:26][CH2:27][C:28]12[CH3:29]. Starting materials: CO, COC(=O)c1cc([N+](=O)[O-])cc(S(C)(=O)=O)c1. Yields the product COC(=O)c1cc(N)cc(S(C)(=O)=O)c1. Reaction SMILES: [CH3:18][OH:19].[CH3:1][O:2][C:3]([c:4]1[cH:5][c:6]([S:13](=[O:14])(=[O:15])[CH3:16])[cH:7][c:8]([N+:10]([O-:11])=[O:12])[cH:9]1)=[O:17]>>[CH3:1][O:2][C:3]([c:4]1[cH:5][c:6]([S:13](=[O:14])(=[O:15])[CH3:16])[cH:7][c:8]([NH2:10])[cH:9]1)=[O:17]. The reactants are CS(=O)(=O)C1=NC=C(C(=N1)C1=C(C=C(C=C1)Cl)Cl)C1=CC=C(C=C1)Cl (2-Methylsulfonyl-4-(2,4-dichlorophenyl)-5-(4-chlorophenyl)pyrimidine), FC=1C=C(C=CC1F)O (3,4-difluorophenol). Product: FC=1C=C(C=CC1F)OC1=NC=C(C(=N1)C1=C(C=C(C=C1)Cl)Cl)C1=CC=C(C=C1)Cl (2-(3,4-difluorophenyloxy)-4-(2,4-dichlorophenyl)-5-(4-chlorophenyl)pyrimidine). As a reaction SMILES: CS([C:5]1[N:10]=[C:9]([C:11]2[CH:16]=[CH:15][C:14]([Cl:17])=[CH:13][C:12]=2[Cl:18])[C:8]([C:19]2[CH:24]=[CH:23][C:22]([Cl:25])=[CH:21][CH:20]=2)=[CH:7][N:6]=1)(=O)=O.[F:26][C:27]1[CH:28]=[C:29]([OH:34])[CH:30]=[CH:31][C:32]=1[F:33]>>[F:26][C:27]1[CH:28]=[C:29]([O:34][C:5]2[N:10]=[C:9]([C:11]3[CH:16]=[CH:15][C:14]([Cl:17])=[CH:13][C:12]=3[Cl:18])[C:8]([C:19]3[CH:24]=[CH:23][C:22]([Cl:25])=[CH:21][CH:20]=3)=[CH:7][N:6]=2)[CH:30]=[CH:31][C:32]=1[F:33]. Reported procedure: 2-Methylsulfonyl-4-(2,4-dichlorophenyl)-5-(4-chlorophenyl)pyrimidine from Reference Example 3 was reacted with 3,4-difluorophenol according to the procedure described in Example 74 to afford 2-(3,4-difluorophenyloxy)-4-(2,4-dichlorophenyl)-5-(4-chlorophenyl)pyrimidine: HPLC/MS: m/e=463 (M++1); Rt=4.60 min; 1H-NMR 400 MHz (CDCl3): δ 7.05. (m, 3H), 7.19-7.30 (m, 6H), 7.39 (d, J=2 Hz, 1H), 8.60 (s, 1H).